Dataset: the Open Reaction Database (ORD), a public repository of structured organic reaction records. Task: describe an organic reaction: reactants, conditions, products, and yield The reactants are CC(C)(C)NCCN1C(=O)C(=O)c2ccccc21, Cl, NNC(N)=O. The product is CC(C)(C)NCCN1C(=O)C(=NNC(N)=O)c2ccccc21. Reaction SMILES: [C:1]([CH3:2])([CH3:3])([CH3:4])[NH:5][CH2:6][CH2:7][N:8]1[C:9](=[O:10])[C:11](=[O:12])[c:13]2[cH:14][cH:15][cH:16][cH:17][c:18]21.[ClH:19].[NH2:20][NH:21][C:22](=[O:23])[NH2:24]>>[C:1]([CH3:2])([CH3:3])([CH3:4])[NH:5][CH2:6][CH2:7][N:8]1[C:9](=[O:10])[C:11](=[N:20][NH:21][C:22](=[O:23])[NH2:24])[c:13]2[cH:14][cH:15][cH:16][cH:17][c:18]21. Reactants: COC(C(C)(C)C1=CC=C(C=C1)NC(=O)[C@@H]1N[C@H]([C@]([C@H]1C1=C(C(=CC=C1)Cl)F)(C#N)C1=C(C=C(C=C1)Cl)F)CC(C)(C)C)=O (2-(4-{[(2R,3S,4R,5S)-3-(3-chloro-2-fluoro-phenyl)-4-(4-chloro-2-fluoro-phenyl)-4-cyano-5-(2,2-dimethyl-propyl)-pyrrolidine-2-carbonyl]-amino}-phenyl)-2-methyl-propionic acid methyl ester), [Li+].[OH-] (LiOH). Solvent: CO (methanol), O (water), C1CCOC1 (THF). Reaction conditions: time 14 hour. The product is ClC=1C(=C(C=CC1)[C@H]1[C@@H](N[C@H]([C@]1(C#N)C1=C(C=C(C=C1)Cl)F)CC(C)(C)C)C(=O)NC1=CC=C(C=C1)C(C(=O)O)(C)C)F (2-(4-{[(2R,3S,4R,5S)-3-(3-chloro-2-fluoro-phenyl)-4-(4-chloro-2-fluoro-phenyl)-4-cyano-5-(2,2-dimethyl-propyl)-pyrrolidine-2-carbonyl]-amino}-phenyl)-2-methyl-propionic acid). Yield: 58.4%. RXN SMILES: C[O:2][C:3](=[O:44])[C:4]([C:7]1[CH:12]=[CH:11][C:10]([NH:13][C:14]([C@H:16]2[C@H:20]([C:21]3[CH:26]=[CH:25][CH:24]=[C:23]([Cl:27])[C:22]=3[F:28])[C@:19]([C:31]3[CH:36]=[CH:35][C:34]([Cl:37])=[CH:33][C:32]=3[F:38])([C:29]#[N:30])[C@H:18]([CH2:39][C:40]([CH3:43])([CH3:42])[CH3:41])[NH:17]2)=[O:15])=[CH:9][CH:8]=1)([CH3:6])[CH3:5].[Li+].[OH-]>C1COCC1.CO.O>[Cl:27][C:23]1[C:22]([F:28])=[C:21]([C@@H:20]2[C@:19]([C:31]3[CH:36]=[CH:35][C:34]([Cl:37])=[CH:33][C:32]=3[F:38])([C:29]#[N:30])[C@H:18]([CH2:39][C:40]([CH3:43])([CH3:42])[CH3:41])[NH:17][C@H:16]2[C:14]([NH:13][C:10]2[CH:9]=[CH:8][C:7]([C:4]([CH3:6])([CH3:5])[C:3]([OH:44])=[O:2])=[CH:12][CH:11]=2)=[O:15])[CH:26]=[CH:25][CH:24]=1 |f:1.2|. Procedure details: A mixture of chiral 2-(4-{[(2R,3S,4R,5S)-3-(3-chloro-2-fluoro-phenyl)-4-(4-chloro-2-fluoro-phenyl)-4-cyano-5-(2,2-dimethyl-propyl)-pyrrolidine-2-carbonyl]-amino}-phenyl)-2-methyl-propionic acid methyl ester (21 mg, 0.0327 mmol) was dissolved in THF (3 mL) and methanol (1 mL), followed by 2N LiOH (1 mL). The reaction mixture was stirred at room temperature for 14 hours. The mixture was diluted with water and extracted with ethyl acetate (2×). The organic phase was separated then concentrated unde...